From a dataset of the Open Reaction Database (ORD), a public repository of structured organic reaction records. describe an organic reaction: reactants, conditions, products, and yield Reactants: [OH-].[Na+] (NaOH), CC=1SC(=C(N1)C)[C@H]1[C@@H](C1)C(=O)O ((±)-trans-2-(2,4-dimethyl-thiazol-5-yl)cyclopropanecarboxylic acid), C(C)OC(COC1=C(C=C(C=C1)Cl)C1NCCC2=CC=CC=C12)=O ((±)-[4-chloro-2-(1,2,3,4-tetrahydro-isoquinolin-1-yl)-phenoxy]-acetic acid ethyl ester), Cl.CN(CCCN=C=NCC)C (N-(3-dimethylaminopropyl)-N′-ethylcarbodiimide hydrochloride). Reagents/catalysts: CN(C)C=1C=CN=CC1 (DMAP). The solvent is C(=O)O (Formic acid), CN(C)C=O (DMF). Conditions: time 62 hour. Product: ClC1=CC(=C(OCC(=O)O)C=C1)C1N(CCC2=CC=CC=C12)C(=O)C1C(C1)C1=C(N=C(S1)C)C ((±)-(4-Chloro-2-{2-[2-(2,4-dimethyl-thiazol-5-yl)-cyclopropanecarbonyl]-1,2,3,4-tetrahydro-isoquinolin-1-yl}-phenoxy)-acetic acid). As a reaction SMILES: [CH3:1][C:2]1[S:3][C:4]([C@@H:8]2[CH2:10][C@H:9]2[C:11]([OH:13])=O)=[C:5]([CH3:7])[N:6]=1.C([O:16][C:17](=[O:37])[CH2:18][O:19][C:20]1[CH:25]=[CH:24][C:23]([Cl:26])=[CH:22][C:21]=1[CH:27]1[C:36]2[C:31](=[CH:32][CH:33]=[CH:34][CH:35]=2)[CH2:30][CH2:29][NH:28]1)C.Cl.CN(C)CCCN=C=NCC.[OH-].[Na+]>CN(C=O)C.CN(C1C=CN=CC=1)C.C(O)=O>[Cl:26][C:23]1[CH:24]=[CH:25][C:20]([O:19][CH2:18][C:17]([OH:37])=[O:16])=[C:21]([CH:27]2[C:36]3[C:31](=[CH:32][CH:33]=[CH:34][CH:35]=3)[CH2:30][CH2:29][N:28]2[C:11]([CH:9]2[CH2:10][CH:8]2[C:4]2[S:3][C:2]([CH3:1])=[N:6][C:5]=2[CH3:7])=[O:13])[CH:22]=1 |f:2.3,4.5|. Procedure: To a solution of (±)-trans-2-(2,4-dimethyl-thiazol-5-yl)cyclopropanecarboxylic acid (42 mg, 0.20 mmol, 1.0 eq.) and (±)-[4-chloro-2-(1,2,3,4-tetrahydro-isoquinolin-1-yl)-phenoxy]-acetic acid ethyl ester (73 mg, 0.20 mmol, 1.0 eq.) in DMF (2.4 mL), DMAP (37 mg, 0.30 mmol, 1.5 eq.) and N-(3-dimethylaminopropyl)-N′-ethylcarbodiimide hydrochloride (58 mg, 0.30 mmol, 1.5 eq.) were added. The resulting solution was stirred at r.t. for 62 hours. 1M aq. NaOH soln. (1.2 mL) was added and the solution was... Reactants: NC=1C=C2C=CC=NC2=CC1 (6-aminoquinoline), 1L, S(O)(O)(=O)=O (sulfuric acid), S(=O)(=O)([O-])[O-].[Na+].[Na+] (sodium sulfate), O=CC(Cl)(Cl)Cl (chloral), Cl.NO (hydroxylamine hydrochloride). Run in Cl (hydrochloric acid), C(C)O (ethanol), O (water), O (water). The product is C1(C(NC=2C1=C1C=CC=NC1=CC2)=O)=O (3-H-Pyrrolo[3,2-f]quinoline-1,2-dione). The yield is 46.0%. Reaction SMILES: S([O-])([O-])(=O)=O.[Na+].[Na+].[NH2:8][C:9]1[CH:10]=[C:11]2[C:16](=[CH:17][CH:18]=1)[N:15]=[CH:14][CH:13]=[CH:12]2.[O:19]=[CH:20][C:21](Cl)(Cl)Cl.Cl.NO.S(=O)(=O)(O)[OH:29]>Cl.C(O)C.O>[C:21]1(=[O:29])[C:10]2=[C:11]3[C:16](=[CH:17][CH:18]=[C:9]2[NH:8][C:20]1=[O:19])[N:15]=[CH:14][CH:13]=[CH:12]3 |f:0.1.2,5.6|. Procedure details: To a 1 L flask was added sodium sulfate (0.6 mol) and water (100 mL) and the mixture was stirred until the solids dissolved. To this solution was added a solution of 6-aminoquinoline (0.033 mol) in 1N aqueous hydrochloric acid (50 mL) and ethanol (10 mL). The mixture was stirred and chloral (0.036 mol) was added. To the resulting solution was added a solution of hydroxylamine hydrochloride (0.108 mmol) in water (30 mL). This mixture was then heated to gentle reflux until all the solids dissolved...